This data is from the Open Reaction Database (ORD), a public repository of structured organic reaction records. The task is: describe an organic reaction: reactants, conditions, products, and yield Reactants: C(C)C(CNCC1=CC=C(S1)C=1C=C2C(=CNC2=C(C1)C(=O)N)C1CCN(CC1)S(=O)(=O)CC)CC (5-(5-{[(2-ethylbutyl)amino]methyl}-2-thienyl)-3-[1-(ethylsulfonyl)-4-piperidinyl]-1H-indole-7-carboxamide), [BH3-]C#N.[Na+] (NaCNBH3), C(=O)C1=CC=C(S1)B(O)O ((5-formyl-2-thienyl)boronic acid), C(CC)OCCCN ([3-(propyloxy)propyl]amine). Product: C(CC)OCCCNCC1=CC=C(S1)B(O)O ([5-({[3-(propyloxy)propyl]amino}methyl)-2-thienyl]boronic acid). Yield: 36.5%. Reaction SMILES: C(C(CC)CNCC1SC(C2C=C3C(=C(C(N)=O)C=2)NC=C3C2CCN(S(CC)(=O)=O)CC2)=CC=1)C.[CH:37]([C:39]1[S:43][C:42]([B:44]([OH:46])[OH:45])=[CH:41][CH:40]=1)=O.[CH2:47]([O:50][CH2:51][CH2:52][CH2:53][NH2:54])[CH2:48][CH3:49].[BH3-]C#N.[Na+]>>[CH2:47]([O:50][CH2:51][CH2:52][CH2:53][NH:54][CH2:37][C:39]1[S:43][C:42]([B:44]([OH:46])[OH:45])=[CH:41][CH:40]=1)[CH2:48][CH3:49] |f:3.4|. Procedure details: Following the general procedure of 5-(5-{[(2-ethylbutyl)amino]methyl}-2-thienyl)-3-[1-(ethylsulfonyl)-4-piperidinyl]-1H-indole-7-carboxamide, (5-formyl-2-thienyl)boronic acid (50 mg, 0.32 mmol), [3-(propyloxy)propyl]amine (38 mg, 0.32 mmol), and NaCNBH3 (40 mg, 0.64 mmol) were reacted to give 30 mg of crude [5-({[3-(propyloxy)propyl]amino}methyl)-2-thienyl]boronic acid. The crude [5-({[3-(propyloxy)propyl]amino}methyl)-2-thienyl]boronic acid was then reacted with 5-bromo-3-[1-(ethylsulfonyl)-4-p... The reactants are Cl.COC=1C=C(CCO[C@@H]2[C@H](CCCC2)N2CC(CC2)=O)C=CC1OC ((1S,2S)-1-(3,4-Dimethoxyphenethoxy)-2-(3-ketopyrrolidinyl)cyclohexane monohydrochloride), Cl (HCl), [BH4-].[Na+] (sodium borohydride), resultant mixture. Run in C(C)(C)O (isopropanol), C(C)(C)O (isopropanol). Conditions: time 8 hour. Product: Cl.COC=1C=C(CCO[C@@H]2[C@H](CCCC2)N2CC(CC2)O)C=CC1OC ((1 S,2S)-1-(3,4-Dimethoxyphenethoxy)-2-(3-(R/S)-hydroxypyrrolidinyl)cyclohexane monohydrochloride). The yield is 32.4%. As a reaction SMILES: [BH4-].[Na+].[ClH:3].[CH3:4][O:5][C:6]1[CH:7]=[C:8]([CH:24]=[CH:25][C:26]=1[O:27][CH3:28])[CH2:9][CH2:10][O:11][C@H:12]1[CH2:17][CH2:16][CH2:15][CH2:14][C@@H:13]1[N:18]1[CH2:22][CH2:21][C:20](=[O:23])[CH2:19]1.Cl>C(O)(C)C>[ClH:3].[CH3:4][O:5][C:6]1[CH:7]=[C:8]([CH:24]=[CH:25][C:26]=1[O:27][CH3:28])[CH2:9][CH2:10][O:11][C@H:12]1[CH2:17][CH2:16][CH2:15][CH2:14][C@@H:13]1[N:18]1[CH2:22][CH2:21][CH:20]([OH:23])[CH2:19]1 |f:0.1,2.3,6.7|. Procedure details: To a chilled (0° C.) suspension of sodium borohydride (1.53 g, 40 mmol) in isopropanol (60 mL) was added slowly a solution of Compound 18 (6.14 g, 16 mmol) in isopropanol (40 mL). The resultant mixture was stirred at 0° C. for another 30 min and then was allowed to warm up to room temperature for 1h. The reaction mixture was cooled to 0° C. again and slowly hydrolyzed with 1 M HCl aq (80 mL). The reaction mixture was allowed to warm up to room temperature and was stirred overnight. The organic s... Reactants: C(C)OC(CCC1=C(C=C(C=C1)OC1=CC(=CC(=C1)OC)F)C)=O (3-[4-(3-fluoro-5-methoxy-phenoxy)-2-methyl-phenyl]-propionic acid ethyl ester), B(Br)(Br)Br (boron tribromide), ice water. The solvent is C(Cl)Cl (CH2Cl2), C(Cl)Cl (CH2Cl2). Run at temperature 0 celsius, time 1 hour. Yields the product C(C)OC(CCC1=C(C=C(C=C1)OC1=CC(=CC(=C1)O)F)C)=O (3-[4-(3-Fluoro-5-hydroxy-phenoxy)-2-methyl-phenyl]-propionic acid ethyl ester). Yield: 81.5%. As a reaction SMILES: [CH2:1]([O:3][C:4](=[O:24])[CH2:5][CH2:6][C:7]1[CH:12]=[CH:11][C:10]([O:13][C:14]2[CH:19]=[C:18]([O:20]C)[CH:17]=[C:16]([F:22])[CH:15]=2)=[CH:9][C:8]=1[CH3:23])[CH3:2].B(Br)(Br)Br>C(Cl)Cl>[CH2:1]([O:3][C:4](=[O:24])[CH2:5][CH2:6][C:7]1[CH:12]=[CH:11][C:10]([O:13][C:14]2[CH:19]=[C:18]([OH:20])[CH:17]=[C:16]([F:22])[CH:15]=2)=[CH:9][C:8]=1[CH3:23])[CH3:2]. Procedure details: A −78° C. solution of 3-[4-(3-fluoro-5-methoxy-phenoxy)-2-methyl-phenyl]-propionic acid ethyl ester (0.715 g, 2.15 mmol) in dry CH2Cl2 (10 mL) is treated with a 1 M CH2Cl2 solution of boron tribromide (6.5 mL, 6.5 mmol). The mixture is warmed to 0° C. and stirred for 1 hour under N2. Upon completion, the mixture is poured into ice water and extracted with Et2O. The organic layer is dried (Na2SO4), and the solvent is removed in vacuo to afford crude product that is absorbed on silica gel and puri... The reactants are C(C)(=O)C(C(=O)OCC)=C(SCC1=CC=CC=C1)SCC1=CC=CC=C1 (ethyl 2-acetyl-3,3-bis(benzylthio)acrylate), CNN (methyl hydrazine). The solvent is C(C)#N (acetonitrile). Product: CN1N=C(C(=C1SCC1=CC=CC=C1)C(=O)OCC)C (1,3-Dimethyl-4-ethoxycarbonyl-5-benzylthiopyrazole). Isolated yield 77.2%. RXN SMILES: [C:1]([C:4](=[C:10](SCC1C=CC=CC=1)[S:11][CH2:12][C:13]1[CH:18]=[CH:17][CH:16]=[CH:15][CH:14]=1)[C:5]([O:7][CH2:8][CH3:9])=[O:6])(=O)[CH3:2].[CH3:27][NH:28][NH2:29]>C(#N)C>[CH3:27][N:28]1[C:10]([S:11][CH2:12][C:13]2[CH:18]=[CH:17][CH:16]=[CH:15][CH:14]=2)=[C:4]([C:5]([O:7][CH2:8][CH3:9])=[O:6])[C:1]([CH3:2])=[N:29]1. Procedure details: In 60 ml of acetonitrile is dissolved 10.0 g of ethyl 2-acetyl-3,3-bis(benzylthio)acrylate. To the solution is added dropwise, while stirring at room temperature (15° C.), 1.2 g of methyl hydrazine over a period of 10 minutes, followed by heating for 3 hours under reflux. Then, the solvent is distilled off under reduced pressure. The residue is purified by means of silica gel column chromatography (eluent, n-hexane:ethyl acetate=8/1) to give 5.8 g of the title compound as white crystals, m.p. 55... Product: Cc1cccc(OC2=NS(=O)(=O)N=C(Oc3cccc(C)c3)N2C)c1. Reactants: ClCCl, Cc1cccc(OC2=NS(=O)N=C(Oc3cccc(C)c3)N2C)c1, ClC(Cl)Cl, O=C(OO)c1cccc(Cl)c1. Reaction SMILES: [CH2:40]([Cl:41])[Cl:42].[CH3:12][N:13]1[C:14]([O:28][c:29]2[cH:30][c:31]([CH3:35])[cH:32][cH:33][cH:34]2)=[N:15][S:16](=[O:27])[N:17]=[C:18]1[O:19][c:20]1[cH:21][c:22]([CH3:26])[cH:23][cH:24][cH:25]1.[CH:36]([Cl:37])([Cl:38])[Cl:39].[Cl:1][c:2]1[cH:3][cH:4][cH:5][c:6]([C:7]([O:8][OH:10])=[O:9])[cH:11]1>>[O:9]=[S:16]1(=[O:27])[N:15]=[C:14]([O:28][c:29]2[cH:30][c:31]([CH3:35])[cH:32][cH:33][cH:34]2)[N:13]([CH3:12])[C:18]([O:19][c:20]2[cH:21][c:22]([CH3:26])[cH:23][cH:24][cH:25]2)=[N:17]1.